Dataset: the Open Reaction Database (ORD), a public repository of structured organic reaction records. Task: describe an organic reaction: reactants, conditions, products, and yield The reactants are ClC1=C(C=CC(=C1)Cl)C1N=C(NC(=C1C(=O)OCC)C)C1=NC=CC=C1F (Ethyl 4-(2,4-dichlorophenyl)-2-(3-fluoropyridin-2-yl)-6-methyl-1,4-dihydropyrimidine-5-carboxylate), C1CC(=O)N(C1=O)Br (NBS). Product: BrCC1=C(C(N=C(N1)C1=NC=CC=C1F)C1=C(C=C(C=C1)Cl)Cl)C(=O)OCC (Ethyl 6-(bromomethyl)-4-(2,4-dichlorophenyl)-2-(3-fluoropyridin-2-yl)-1,4-dihydropyrimidine-5-carboxylate). The yield is 65.0%. As a reaction SMILES: [Cl:1][C:2]1[CH:7]=[C:6]([Cl:8])[CH:5]=[CH:4][C:3]=1[CH:9]1[C:14]([C:15]([O:17][CH2:18][CH3:19])=[O:16])=[C:13]([CH3:20])[NH:12][C:11]([C:21]2[C:26]([F:27])=[CH:25][CH:24]=[CH:23][N:22]=2)=[N:10]1.C1C(=O)N([Br:35])C(=O)C1>>[Br:35][CH2:20][C:13]1[NH:12][C:11]([C:21]2[C:26]([F:27])=[CH:25][CH:24]=[CH:23][N:22]=2)=[N:10][CH:9]([C:3]2[CH:4]=[CH:5][C:6]([Cl:8])=[CH:7][C:2]=2[Cl:1])[C:14]=1[C:15]([O:17][CH2:18][CH3:19])=[O:16]. Procedure details: Ethyl 4-(2,4-dichlorophenyl)-2-(3-fluoropyridin-2-yl)-6-methyl-1,4-dihydropyrimidine-5-carboxylate (3.14 g, 7.7 mmol) was reacted with NBS (1.51 g, 8.47 mmol) according to the procedure as described in Example 1, Step B to give the title compound as a yellow solid (2.44 g, 65%). The compound was characterized by the following spectroscopic data: Starting materials: O (water), O=C1NC=CC2=C1C(=NN2C2CCOCC2)C=2C=C(SC2)C(=O)O (4-(4-oxo-1-(tetrahydro-2H-pyran-4-yl)-4,5-dihydro-1H-pyrazolo[4,3-c]pyridin-3-yl)thiophene-2-carboxylic acid), HOBt ammonium salt, CCN=C=NCCCN(C)C.Cl (EDCI hydrochloride). Run in CN(C)C=O (DMF). The product is O=C1NC=CC2=C1C(=NN2C2CCOCC2)C=2C=C(SC2)C(=O)N (4-(4-oxo-1-(tetrahydro-2H-pyran-4-yl)-4,5-dihydro-1H-pyrazolo[4,3-c]pyridin-3-yl)thiophene-2-carboxamide). Isolated yield 86.9%. As a reaction SMILES: [O:1]=[C:2]1[C:7]2[C:8]([C:17]3[CH:18]=[C:19]([C:22]([OH:24])=O)[S:20][CH:21]=3)=[N:9][N:10]([CH:11]3[CH2:16][CH2:15][O:14][CH2:13][CH2:12]3)[C:6]=2[CH:5]=[CH:4][NH:3]1.CC[N:27]=C=NCCCN(C)C.Cl.O>CN(C=O)C>[O:1]=[C:2]1[C:7]2[C:8]([C:17]3[CH:18]=[C:19]([C:22]([NH2:27])=[O:24])[S:20][CH:21]=3)=[N:9][N:10]([CH:11]3[CH2:12][CH2:13][O:14][CH2:15][CH2:16]3)[C:6]=2[CH:5]=[CH:4][NH:3]1 |f:1.2|. Reported procedure: A solution of 4-(4-oxo-1-(tetrahydro-2H-pyran-4-yl)-4,5-dihydro-1H-pyrazolo[4,3-c]pyridin-3-yl)thiophene-2-carboxylic acid (105 mg) obtained in Example 23, HOBt ammonium salt (139 mg) and EDCI hydrochloride (175 mg) in DMF (15 mL) was stirred overnight at room temperature. To the reaction mixture was added water, and the mixture was extracted with ethyl acetate. The organic layer was washed successively with water and saturated brine, dried over anhydrous sodium sulfate, and concentrated under r... The reactants are [N+](=O)([O-])C1=CC2=C(NC(CCC2)=O)C=C1 (7-nitro-1,3,4,5-tetrahydro-benzo[b]azepin-2-one), [H-].[Na+] (NaH), BrCCCOC (1-bromo-3-methoxy-propane). The solvent is CN(C)C=O (DMF). Reaction conditions: time 15 minute. The product is COCCN1C2=C(CCCC1=O)C=C(C=C2)[N+](=O)[O-] (1-(2-methoxy-ethyl)-7-nitro-1,3,4,5-tetrahydro-benzo[b]azepin-2-one). RXN SMILES: [N+:1]([C:4]1[CH:15]=[CH:14][C:7]2[NH:8][C:9](=[O:13])[CH2:10][CH2:11][CH2:12][C:6]=2[CH:5]=1)([O-:3])=[O:2].[H-].[Na+].BrC[CH2:20][CH2:21][O:22][CH3:23]>CN(C=O)C>[CH3:23][O:22][CH2:21][CH2:20][N:8]1[C:9](=[O:13])[CH2:10][CH2:11][CH2:12][C:6]2[CH:5]=[C:4]([N+:1]([O-:3])=[O:2])[CH:15]=[CH:14][C:7]1=2 |f:1.2|. Reported procedure: To a solution of 7-nitro-1,3,4,5-tetrahydro-benzo[b]azepin-2-one solid (566.6 mg, 2.75 mmol) in DMF (5 mL) was added NaH (200 mg, 60% dispersion in mineral oil, 5.0 mmol). After stirring for 15 min, 1-bromo-3-methoxy-propane (764 mg, 5.5 mmol) was added and the mixture stirred at room temperature for 1 hour prior to quenching with 10% aqueous NH4Cl solution. Solvent was removed by rotary evaporation and the residue extracted into EtOAc, washed with water (2×), brine and dried by passing through ... Reactants: CCO, Cc1cc(Cl)ccc1Oc1ccc(NC(=O)c2ccccc2[N+](=O)[O-])cn1, [OH-], [OH-], [Pd+2]. The product is Cc1cc(Cl)ccc1Oc1ccc(NC(=O)c2ccccc2N)cn1. RXN SMILES: [CH3:28][CH2:29][OH:30].[Cl:1][c:2]1[cH:3][c:4]([CH3:27])[c:5]([O:6][c:7]2[cH:8][cH:9][c:10]([NH:13][C:14]([c:15]3[c:16]([N+:21]([O-:22])=[O:23])[cH:17][cH:18][cH:19][cH:20]3)=[O:24])[cH:11][n:12]2)[cH:25][cH:26]1.[OH-:31].[OH-:33].[Pd+2:32]>>[Cl:1][c:2]1[cH:3][c:4]([CH3:27])[c:5]([O:6][c:7]2[cH:8][cH:9][c:10]([NH:13][C:14]([c:15]3[c:16]([NH2:21])[cH:17][cH:18][cH:19][cH:20]3)=[O:24])[cH:11][n:12]2)[cH:25][cH:26]1. Starting materials: FB(F)F, CCOCC, COC(=O)CCCCCCC(=O)O, O=C(CCl)OC(=O)CCl, CC(Cl)Cl, c1ccsc1. The product is COC(=O)CCCCCCC(=O)c1cccs1. RXN SMILES: [B:33]([F:34])([F:35])[F:36].[CH2:28]([O:29][CH2:30][CH3:31])[CH3:32].[CH3:1][O:2][C:3]([CH2:4][CH2:5][CH2:6][CH2:7][CH2:8][CH2:9][C:10](=[O:11])[OH:12])=[O:13].[Cl:14][CH2:15][C:16]([O:17][C:18](=[O:19])[CH2:20][Cl:21])=[O:22].[Cl:37][CH:38]([Cl:39])[CH3:40].[cH:23]1[cH:24][cH:25][s:26][cH:27]1>>[CH3:1][O:2][C:3]([CH2:4][CH2:5][CH2:6][CH2:7][CH2:8][CH2:9][C:10](=[O:12])[c:25]1[cH:24][cH:23][cH:27][s:26]1)=[O:13]. RXN SMILES: [CH2:46]1[O:47][CH2:48][CH2:49][CH2:50]1.[Li+:45].[N+:1]([c:2]1[cH:3][cH:4][c:5]([C:6](=[O:7])[O:10][C:11]([CH2:12][CH3:13])([C:14]([F:15])([F:16])[F:17])[c:18]2[n:19][n:20][n:21]([CH2:23][c:24]3[cH:25][cH:26][c:27]4[c:28](-[c:35]5[cH:36][cH:37][c:38]([F:41])[cH:39][cH:40]5)[cH:29][c:30]([Cl:34])[n:31][c:32]4[cH:33]3)[cH:22]2)[cH:8][cH:9]1)([O-:42])=[O:43].[OH-:44]>>[OH:10][C:11]([CH2:12][CH3:13])([C:14]([F:15])([F:16])[F:17])[c:18]1[n:19][n:20][n:21]([CH2:23][c:24]2[cH:25][cH:26][c:27]3[c:28](-[c:35]4[cH:36][cH:37][c:38]([F:41])[cH:39][cH:40]4)[cH:29][c:30]([Cl:34])[n:31][c:32]3[cH:33]2)[cH:22]1. Reactants: C1CCOC1, [Li+], CCC(OC(=O)c1ccc([N+](=O)[O-])cc1)(c1cn(Cc2ccc3c(-c4ccc(F)cc4)cc(Cl)nc3c2)nn1)C(F)(F)F, [OH-]. Yields the product CCC(O)(c1cn(Cc2ccc3c(-c4ccc(F)cc4)cc(Cl)nc3c2)nn1)C(F)(F)F. Starting materials: [N+](=[N-])=C1C=C(CCCCCCCC1)C1=CCCCCCCCCC1 (diazobicycloundecene), ( 1 ), S1C2=C(C(C1)=O)C=CC=C2 (benzo[b]thiophen-3(2H)-one), C(CC#N)#N (malononitrile), C(C)(=O)OCC (ethyl acetate). Solvent: C(C)O (ethanol), O (water). The product is C(#N)C(C=C1C2=C(SC1)C=CC=C2)C#N (3-dicyanoethylidenebenzo[b]thiophene). Isolated yield 54.0%. As a reaction SMILES: [S:1]1[CH2:5][C:4](=O)[C:3]2[CH:7]=[CH:8][CH:9]=[CH:10][C:2]1=2.[C:11](#[N:15])[CH2:12][C:13]#[N:14].[N+](=[C:18]1CCCCCCCCC(C2CCCCCCCCCC=2)=C1)=[N-].C(OCC)(=O)C>C(O)C.O>[C:13]([CH:12]([C:11]#[N:15])[CH:18]=[C:4]1[CH2:5][S:1][C:2]2[CH:10]=[CH:9][CH:8]=[CH:7][C:3]1=2)#[N:14]. Procedure: One (1) part of benzo[b]thiophen-3(2H)-one and 0.5 parts of malononitrile were dissolved in ethanol, and 0.8 parts of diazobicycloundecene was added dropwise to the solution for 10-hour reaction at room temperature. After the completion of the reaction, ethyl acetate and water were added to the reaction product to separate it into phases, the organic phase of which was concentrated to solid, thereby obtaining 0.7 parts of 3-dicyanoethylidenebenzo[b]thiophene (in a yield of 54%). Starting materials: 1A, C(C=1C(N)=CC=CC1)(=O)O (anthranilic acid), O1C=CC2=C1C=CC(=C2)C=O (1-benzofuran-5-carbaldehyde). The product is O1C=CC2=C1C=CC(=C2)CNC2=C(C(=O)O)C=CC=C2 (2-[(Benzofuran-5-ylmethyl)-amino]-benzoic acid). Reaction SMILES: [C:1]([OH:10])(=[O:9])[C:2]1[C:3](=[CH:5][CH:6]=[CH:7][CH:8]=1)[NH2:4].[O:11]1[C:15]2[CH:16]=[CH:17][C:18]([CH:20]=O)=[CH:19][C:14]=2[CH:13]=[CH:12]1>>[O:11]1[C:15]2[CH:16]=[CH:17][C:18]([CH2:20][NH:4][C:3]3[CH:5]=[CH:6][CH:7]=[CH:8][C:2]=3[C:1]([OH:10])=[O:9])=[CH:19][C:14]=2[CH:13]=[CH:12]1. Procedure details: Prepared by a similar procedure as described for preparation 1A, starting from anthranilic acid and 1-benzofuran-5-carbaldehyde (Maybridge). 13C-NMR (DMSO-d6) δ 169.9, 153.5, 150.6, 146.3, 134.3, 133.9, 131.6, 127.3, 123.6, 119.5, 114.4, 111.6, 111.2, 110.2, 106.6, 45.8. Reactants: CC[C@H]([C@@H]1[C@H](C[C@@](O1)(CC)[C@H]2CC[C@@]([C@@H](O2)C)(CC)O)C)C(=O)[C@@H](C)[C@H]([C@H](C)CCC3=C(C(=C(C=C3)C)O)C(=O)O)O (X-537A), [BH4-].[Na+] (NaBH4), [BH4-].[Na+] (NaBH4). The solvent is C(C)O (ethanol). Conditions: time 8 hour. Yields the product CC1=C(C(C(=O)O)=C(C=C1)CCC(C(C(C(C(C1OC(CC1C)(C1OC(C(CC1)(O)CC)C)CC)CC)O)C)O)C)O (3-methyl-6-{4,6-dihydroxy-3,5-dimethyl-7-ethyl-7[-5-ethyl-3-methyl-5-(5-ethyl-5-hydroxy-6-methyl-2-tetrahydropyranyl)-2-tetrahydrofuryl]heptyl}salicylic acid). Reaction SMILES: [CH3:1][CH2:2][C@@H:3]([C:22]([C@H:24]([C@@H:26]([OH:42])[C@@H:27]([CH2:29][CH2:30][C:31]1[CH:36]=[CH:35][C:34]([CH3:37])=[C:33]([OH:38])[C:32]=1[C:39]([OH:41])=[O:40])[CH3:28])[CH3:25])=[O:23])[C@H:4]1[O:8][C@@:7]([C@@H:11]2[O:16][C@@H:15]([CH3:17])[C@@:14]([OH:20])([CH2:18][CH3:19])[CH2:13][CH2:12]2)([CH2:9][CH3:10])[CH2:6][C@@H:5]1[CH3:21].[BH4-].[Na+]>C(O)C>[CH3:37][C:34]1[CH:35]=[CH:36][C:31]([CH2:30][CH2:29][CH:27]([CH3:28])[CH:26]([OH:42])[CH:24]([CH3:25])[CH:22]([OH:23])[CH:3]([CH2:2][CH3:1])[CH:4]2[CH:5]([CH3:21])[CH2:6][C:7]([CH2:9][CH3:10])([CH:11]3[CH2:12][CH2:13][C:14]([CH2:18][CH3:19])([OH:20])[CH:15]([CH3:17])[O:16]3)[O:8]2)=[C:32]([C:39]([OH:41])=[O:40])[C:33]=1[OH:38] |f:1.2|. Reported procedure: To a solution of 10 g of crystalline antibiotic X-537A in 500 ml of absolute ethanol was added 1.36 g of NaBH4. The reaction was followed by assaying with thin layer chromatography (silica gel - CHCl3 /acetone 8:2) and the reaction was continued overnight after adding an additional 1.0 g. of NaBH4. The following morning the solvent was removed under reduced pressure and the heavy oil diluted with methylene chloride, washed with dilute HCl, dried (Na2SO4), and concentrated to a solid foam. The sl... Reactants: COC(C(C1=CC(=C(C=C1)OCCOC1=CC2=CC=CC=C2C=C1)Cl)=O)=O (3-chloro-4-[2-(2-naphthalenyloxy)ethoxy]-alpha-oxobenzeneacetic acid methyl ester), [OH-].[Na+] (sodium hydroxide). Run in CO (methanol), O1CCCC1 (tetrahydrofuran), O (water). The product is ClC=1C=C(C=CC1OCCOC1=CC2=CC=CC=C2C=C1)C(C(=O)O)=O (3-chloro-4-[2-(2-naphthalenyloxy)ethoxy]-alpha-oxobenzeneacetic acid). Yield: 93.4%. As a reaction SMILES: C[O:2][C:3](=[O:27])[C:4](=[O:26])[C:5]1[CH:10]=[CH:9][C:8]([O:11][CH2:12][CH2:13][O:14][C:15]2[CH:24]=[CH:23][C:22]3[C:17](=[CH:18][CH:19]=[CH:20][CH:21]=3)[CH:16]=2)=[C:7]([Cl:25])[CH:6]=1.[OH-].[Na+]>CO.O1CCCC1.O>[Cl:25][C:7]1[CH:6]=[C:5]([C:4](=[O:26])[C:3]([OH:27])=[O:2])[CH:10]=[CH:9][C:8]=1[O:11][CH2:12][CH2:13][O:14][C:15]1[CH:24]=[CH:23][C:22]2[C:17](=[CH:18][CH:19]=[CH:20][CH:21]=2)[CH:16]=1 |f:1.2|. Procedure: A solution of 3-chloro-4-[2-(2-naphthalenyloxy)ethoxy]-alpha-oxobenzeneacetic acid methyl ester (0.7 g) in warm methanol (10 mL) and tetrahydrofuran (10 mL) was treated with 1N sodium hydroxide (2.5 mL) and after 10 minutes the mixture was diluted with water and concentrated to remove the organic solvents. The residue was acidified with excess hydrochloric acid and extracted with dichloromethane containing a little tetrahydrofuran. The organic layer was washed with water, dried (Na2SO4), filtere...